Dataset: the Open Reaction Database (ORD), a public repository of structured organic reaction records. Task: describe an organic reaction: reactants, conditions, products, and yield Starting materials: C(=O)([O-])[O-].[K+].[K+] (K2CO3), Cl (HCl), C(C)(=O)N[C@@H](CC1=CC=C(C=C1)O)C(=O)O (N-acetyl tyrosine), [OH-].[Na+] (NaOH), ClC(=O)OCC1=CC=CC=C1 (Benzyl chloroformate). Run in O (H2O), C1CCOC1 (THF), O (H2O). Run at time 7 hour. The product is N([C@@H](CC1=CC=C(C=C1)OC(=O)OCC1=CC=CC=C1)C(=O)O)C(=O)C (Ac-Tyr(O2COBn)—OH). Yield: 75.0%. RXN SMILES: [C:1]([NH:4][C@H:5]([C:14]([OH:16])=[O:15])[CH2:6][C:7]1[CH:12]=[CH:11][C:10]([OH:13])=[CH:9][CH:8]=1)(=[O:3])[CH3:2].[OH-].[Na+].Cl[C:20]([O:22][CH2:23][C:24]1[CH:29]=[CH:28][CH:27]=[CH:26][CH:25]=1)=[O:21].C([O-])([O-])=O.[K+].[K+].Cl>O.C1COCC1>[NH:4]([C:1]([CH3:2])=[O:3])[C@H:5]([C:14]([OH:16])=[O:15])[CH2:6][C:7]1[CH:12]=[CH:11][C:10]([O:13][C:20]([O:22][CH2:23][C:24]2[CH:29]=[CH:28][CH:27]=[CH:26][CH:25]=2)=[O:21])=[CH:9][CH:8]=1 |f:1.2,4.5.6|. Procedure: To a solution of (−) tyrosine xxvii (2.50 g, 13.8 mmol) in NaOH (aq) (2 N, 7.59 mL, 15.2 mmol) was added H2O (6 mL). This vigorously stirred solution was cooled to 0° C., and acetic anhydride (3.25 mL, 3.52 g, 34.5 mmol) was added via syringe pump over 30 min. During this addition, excess NaOH (aq) (2 N, 34.5 mL, 69.0 mmol) was added in 10 portions. After the addition was complete, the reaction was warmed to room temperature and stirred for 45 min. The colorless solution was then carefully acidi... Starting materials: C(#C)C=1N=C(N(C1)C1=CC=C(C=C1)F)C (4-ethynyl-1-(4-fluoro-phenyl)-2-methyl-1H-imidazole), ClC1=NC=CC(=C1)I (2-Chloro-4-iodopyridine), C1(=CC=CC=C1)P(C1=CC=CC=C1)C1=CC=CC=C1 (Triphenylphosphine). Reagents/catalysts: [Cu]I (Copper (I) iodide), C1=CC=C(C=C1)P(C2=CC=CC=C2)C3=CC=CC=C3.C1=CC=C(C=C1)P(C2=CC=CC=C2)C3=CC=CC=C3.Cl[Pd]Cl (bis(triphenylphosphine)palladium (II) chloride). Run in C1CCOC1 (THF). Conditions: time 1 hour. Product: ClC1=NC=CC(=C1)C#CC=1N=C(N(C1)C1=CC=C(C=C1)F)C (2-Chloro-4-[1-(4-fluoro-phenyl)-2-methyl-1H-imidazol-4-ylethynyl]-pyridine), solid. Yield: 36.0%. Reaction SMILES: [Cl:1][C:2]1[CH:7]=[C:6](I)[CH:5]=[CH:4][N:3]=1.C1(P(C2C=CC=CC=2)C2C=CC=CC=2)C=CC=CC=1.[C:28]([C:30]1[N:31]=[C:32]([CH3:42])[N:33]([C:35]2[CH:40]=[CH:39][C:38]([F:41])=[CH:37][CH:36]=2)[CH:34]=1)#[CH:29]>C1COCC1.C1C=CC(P(C2C=CC=CC=2)C2C=CC=CC=2)=CC=1.C1C=CC(P(C2C=CC=CC=2)C2C=CC=CC=2)=CC=1.Cl[Pd]Cl.[Cu]I>[Cl:1][C:2]1[CH:7]=[C:6]([C:29]#[C:28][C:30]2[N:31]=[C:32]([CH3:42])[N:33]([C:35]3[CH:40]=[CH:39][C:38]([F:41])=[CH:37][CH:36]=3)[CH:34]=2)[CH:5]=[CH:4][N:3]=1 |f:4.5.6|. Reported procedure: 2-Chloro-4-iodopyridine (1.39 g, 5.8 mmol) was dissolved in 50 mL dry THF. This mixture was evacuated and backfilled with argon several times to remove oxygen from the solution. Triphenylphosphine (39 mg, 0.15 mmol) and bis(triphenylphosphine)palladium (II) chloride (170 mg, 0.24 mmol) were added and the reaction mixture was stirred at room temperature for 1 h. Copper (I) iodide (28 mg, 0.15 mmol) and 4-ethynyl-1-(4-fluoro-phenyl)-2-methyl-1H-imidazole (970 mg, 4.84 mmol) were added. The reactio... Reaction SMILES: [CH3:1][C:2]([O:7][C:8]1[CH:13]=[CH:12][C:11]([C:14]2[CH:19]=[CH:18][C:17]([CH2:20][NH:21][C:22](=[O:32])[C:23]3[CH:28]=[C:27]([Cl:29])[CH:26]=[CH:25][C:24]=3[O:30][CH3:31])=[CH:16][CH:15]=2)=[CH:10][CH:9]=1)([CH3:6])[C:3]([O-:5])=[O:4]>[OH-].[K+].O1CCOCC1>[CH3:6][C:2]([O:7][C:8]1[CH:13]=[CH:12][C:11]([C:14]2[CH:19]=[CH:18][C:17]([CH2:20][NH:21][C:22](=[O:32])[C:23]3[CH:28]=[C:27]([Cl:29])[CH:26]=[CH:25][C:24]=3[O:30][CH3:31])=[CH:16][CH:15]=2)=[CH:10][CH:9]=1)([CH3:1])[C:3]([OH:5])=[O:4] |f:1.2|. Product: CC(C(=O)O)(C)OC1=CC=C(C=C1)C1=CC=C(C=C1)CNC(C1=C(C=CC(=C1)Cl)OC)=O (2-Methyl-2-{4-(2-methoxy-5-chloro-benzamido-methyl)-biphenyl-4'-oxy}-propionic acid). Reactants: CC(C(=O)[O-])(C)OC1=CC=C(C=C1)C1=CC=C(C=C1)CNC(C1=C(C=CC(=C1)Cl)OC)=O (2-methyl-2-{4-[2-methoxy-5-chloro-benzamido-methyl]-biphenyl-4'-oxy}-propionate). Run in [OH-].[K+] (potassium hydroxide), O1CCOCC1 (dioxane). Isolated yield 72.0%. Procedure: 2-Methyl-2-{4-(2-methoxy-5-chloro-benzamido-methyl)-biphenyl-4'-oxy}-propionic acid was prepared by alkaline hydrolysis of 2-methyl-2-{4-[2-methoxy-5-chloro-benzamido-methyl]-biphenyl-4'-oxy}-propionate in 1 N potassium hydroxide and dioxane (1:5) at room temperature. Yield: 72% of theory; m.p. 104° C Reactants: ClC=1C=C(C=C(C1)Cl)N1C(N([C@]2(C1=O)CNC[C@H]2C2=CC=C(C#N)C=C2)C)=O (4-[(5S*,9R*)-3-(3,5-Dichlorophenyl)-1-methyl-2,4-dioxo-1,3,7-triazaspiro[4.4]non-9-yl]-benzonitrile), CCOC(=O)CBr (ethyl bromo acetate), C(=O)([O-])[O-].[K+].[K+] (K2CO3). The solvent is C1(=CC=CC=C1)C (toluene). The product is C(C)OC(CN1C[C@]2(C(N(C(N2C)=O)C2=CC(=CC(=C2)Cl)Cl)=O)[C@@H](C1)C1=CC=C(C=C1)C#N)=O ([(5S*,9R*)-9-(4-Cyanophenyl)-3-(3,5-dichlorophenyl)-1-methyl-2,4-dioxo-1,3,7-triazaspiro[4.4]non-7-yl]-acetic acid ethyl ester). The yield is 39.2%. Reaction SMILES: [Cl:1][C:2]1[CH:3]=[C:4]([N:9]2[C:13](=[O:14])[C@@:12]3([C@H:18]([C:19]4[CH:26]=[CH:25][C:22]([C:23]#[N:24])=[CH:21][CH:20]=4)[CH2:17][NH:16][CH2:15]3)[N:11]([CH3:27])[C:10]2=[O:28])[CH:5]=[C:6]([Cl:8])[CH:7]=1.[CH3:29][CH2:30][O:31][C:32]([CH2:34]Br)=[O:33].C([O-])([O-])=O.[K+].[K+]>C1(C)C=CC=CC=1>[CH2:30]([O:31][C:32](=[O:33])[CH2:34][N:16]1[CH2:17][C@@H:18]([C:19]2[CH:20]=[CH:21][C:22]([C:23]#[N:24])=[CH:25][CH:26]=2)[C@:12]2([N:11]([CH3:27])[C:10](=[O:28])[N:9]([C:4]3[CH:5]=[C:6]([Cl:8])[CH:7]=[C:2]([Cl:1])[CH:3]=3)[C:13]2=[O:14])[CH2:15]1)[CH3:29] |f:2.3.4|. Procedure: A mixture of Example 15 (100 mg, 0.24 mmol), ethyl bromo acetate (29 μl, 0.26 mmol) and K2CO3 (36.6 mg, 0.26 mmol) in toluene (2 ml) was heated to 100° C. for 5 h. After cooling to room temperature, the precipitate (unreacted starting material) was removed by filtration. The filtrate was concentrated and purified by chromatography over silica gel (eluent: DCM then acetone) to yield the above-titled compound as an oil (47.2 mg). 1H NMR (CDCl3): 7.63 (2H, d, J=8.3 Hz), 7.25-7.30 (3H, m), 6.68 (2H,... The reactants are C1OC=2C=C(C=CC2O1)C(C(=O)OCC)C(O)C1CCCCC1 (ethyl (2RS,3RS)-2-(3,4-methylenedioxyphenyl)-3-cyclohexyl-3-hydroxypropionate), [OH-].[Na+] (sodium hydroxide). Run in C(C)O (ethanol). Conditions: time 1.5 hour. Yields the product C1OC=2C=C(C=CC2O1)C(C(=O)O)C(O)C1CCCCC1 ((2RS,3RS)-2-(3,4-methylenedioxyphenyl)-3-cyclohexyl-3-hydroxypropionic acid). Isolated yield 37.3%. RXN SMILES: [CH2:1]1[O:9][C:8]2[CH:7]=[CH:6][C:5]([CH:10]([CH:16]([CH:18]3[CH2:23][CH2:22][CH2:21][CH2:20][CH2:19]3)[OH:17])[C:11]([O:13]CC)=[O:12])=[CH:4][C:3]=2[O:2]1.[OH-].[Na+]>C(O)C>[CH2:1]1[O:9][C:8]2[CH:7]=[CH:6][C:5]([CH:10]([CH:16]([CH:18]3[CH2:23][CH2:22][CH2:21][CH2:20][CH2:19]3)[OH:17])[C:11]([OH:13])=[O:12])=[CH:4][C:3]=2[O:2]1 |f:1.2|. Procedure: To a solution of ethyl (2RS,3RS)-2-(3,4-methylenedioxyphenyl)-3-cyclohexyl-3-hydroxypropionate (4.2 g) in ethanol (50 ml) was added 1M sodium hydroxide solution (26.2 ml) at room temperature. After being stirred for 1.5 hours at the same temperature, the mixture was concentrated in vacuo. The residue was dissolved in 1N hydrochloric acid (50 ml) and ethyl acetate (100 ml) and the organic layer was washed with brine, dried over magnesium sulfate, and concentrated in vacuo. The residue was crystal... Reactants: C(CCCCCCCCCCCCCCC)(=O)OC(CC(=O)NCCC(=O)O)CCCCCCCCCCCCCCC (N-(3-hexadecanoyloxyoctadecanoyl)-β-alanine), N[C@@H](CC1=CC=CC=C1)C(=O)O (L-phenylalanine). Yields the product C(CCCCCCCCCCCCCCC)(=O)OC(CC(=O)NCCC(=O)N[C@@H](CC1=CC=CC=C1)C(=O)O)CCCCCCCCCCCCCCC (N-[N-(3-hexadecanoyloxyoctadecanoyl)-β-alanyl]-L-phenylalanine). The yield is 86.9%. Reaction SMILES: [C:1]([O:18][CH:19]([CH2:29][CH2:30][CH2:31][CH2:32][CH2:33][CH2:34][CH2:35][CH2:36][CH2:37][CH2:38][CH2:39][CH2:40][CH2:41][CH2:42][CH3:43])[CH2:20][C:21]([NH:23][CH2:24][CH2:25][C:26]([OH:28])=O)=[O:22])(=[O:17])[CH2:2][CH2:3][CH2:4][CH2:5][CH2:6][CH2:7][CH2:8][CH2:9][CH2:10][CH2:11][CH2:12][CH2:13][CH2:14][CH2:15][CH3:16].[NH2:44][C@H:45]([C:53]([OH:55])=[O:54])[CH2:46][C:47]1[CH:52]=[CH:51][CH:50]=[CH:49][CH:48]=1>>[C:1]([O:18][CH:19]([CH2:29][CH2:30][CH2:31][CH2:32][CH2:33][CH2:34][CH2:35][CH2:36][CH2:37][CH2:38][CH2:39][CH2:40][CH2:41][CH2:42][CH3:43])[CH2:20][C:21]([NH:23][CH2:24][CH2:25][C:26]([NH:44][C@H:45]([C:53]([OH:55])=[O:54])[CH2:46][C:47]1[CH:52]=[CH:51][CH:50]=[CH:49][CH:48]=1)=[O:28])=[O:22])(=[O:17])[CH2:2][CH2:3][CH2:4][CH2:5][CH2:6][CH2:7][CH2:8][CH2:9][CH2:10][CH2:11][CH2:12][CH2:13][CH2:14][CH2:15][CH3:16]. Reported procedure: Starting from N-(3-hexadecanoyloxyoctadecanoyl)-β-alanine (1.52 g) prepared by the method of Example 31 and L-phenylalanine (1.65 g), N-[N-(3-hexadecanoyloxyoctadecanoyl)-β-alanyl]-L-phenylalanine (1.64 g) was obtained as crystals according to a similar manner to that of Example 29. The reactants are CO, Cl, Fc1ccc(C2(CCCN3CCc4ccccc4C3)OCCO2)cc1. Product: O=C(CCCN1CCc2ccccc2C1)c1ccc(F)cc1. Reaction SMILES: [CH3:27][OH:28].[ClH:26].[F:1][c:2]1[cH:3][cH:4][c:5]([C:8]2([CH2:13][CH2:14][CH2:15][N:16]3[CH2:17][c:18]4[cH:19][cH:20][cH:21][cH:22][c:23]4[CH2:24][CH2:25]3)[O:9][CH2:12][CH2:11][O:10]2)[cH:6][cH:7]1>>[F:1][c:2]1[cH:3][cH:4][c:5]([C:8](=[O:9])[CH2:13][CH2:14][CH2:15][N:16]2[CH2:17][c:18]3[cH:19][cH:20][cH:21][cH:22][c:23]3[CH2:24][CH2:25]2)[cH:6][cH:7]1.